The task is: describe an organic reaction: reactants, conditions, products, and yield. This data is from the Open Reaction Database (ORD), a public repository of structured organic reaction records. The reactants are BrC1=CC=C(C=C1)C1=NN=C(S1)NC(CCCCl)=O (N-[5-(4-bromophenyl)-1,3,4-thiadiazol-2-yl]-4-chlorobutan-amide), N1CCCCC1 (piperidine), O (water). Run in C1(=CC=CC=C1)C (toluene). Product: BrC1=CC=C(C=C1)C1=NN2/C(=N\C(CCC2)=O)/S1 ((E)-2-(4-bromophenyl)-6,7-dihydro-[1,3,4]thiadiazolo[3,2-a][1,3]diazepin-8(5H)-one). RXN SMILES: [Br:1][C:2]1[CH:7]=[CH:6][C:5]([C:8]2[S:12][C:11]([NH:13][C:14](=[O:19])[CH2:15][CH2:16][CH2:17]Cl)=[N:10][N:9]=2)=[CH:4][CH:3]=1.N1CCCCC1.O>C1(C)C=CC=CC=1>[Br:1][C:2]1[CH:7]=[CH:6][C:5]([C:8]2[S:12][C:11]3=[N:13][C:14](=[O:19])[CH2:15][CH2:16][CH2:17][N:10]3[N:9]=2)=[CH:4][CH:3]=1. Procedure details: A mixture of N-[5-(4-bromophenyl)-1,3,4-thiadiazol-2-yl]-4-chlorobutan-amide (1.44 g, 0.004 mol) and piperidine (0.7 g, 0.8 ml, 0.008 mol) in toluene (50 ml) was heated under reflux for 3 h. The reaction mixture was cooled, poured into water and stirred. Toluene was separated dried and evaporated to give a crude product which was purified by repeated silica gel and neutral alumina column chromatography eluting with EtOAc/hexane (50:50 v/v) and CHCl3/hexane (80:20 v/v); mp 204-7° C., m/e 324, 78%... The reactants are COC(=O)C=1OC2=C(C1)C=C(C=C2)OC (5-Methoxy-benzofuran-2-carboxylic acid methyl ester). Reagents/catalysts: [Pd] (Pd-C). The solvent is C(C)O (ethanol). Product: COC(=O)C1OC2=C(C1)C=C(C=C2)OC (5-methoxy-2,3-dihydro-benzofuran-2-carboxylic acid methyl ester). The yield is 62.4%. As a reaction SMILES: [CH3:1][O:2][C:3]([C:5]1[O:6][C:7]2[CH:13]=[CH:12][C:11]([O:14][CH3:15])=[CH:10][C:8]=2[CH:9]=1)=[O:4]>C(O)C.[Pd]>[CH3:1][O:2][C:3]([CH:5]1[CH2:9][C:8]2[CH:10]=[C:11]([O:14][CH3:15])[CH:12]=[CH:13][C:7]=2[O:6]1)=[O:4]. Reported procedure: 5-Methoxy-benzofuran-2-carboxylic acid methyl ester (2.2 g, 10 mmol) and 10% Pd-C (0.44 g) in ethanol (50 mL) were agitated under hydrogen (45 psi) for 72 hrs. The reaction mixture was filtered and the filtrate was concentrated. The residue was chromatographed on silica gel eluting with 8:2 hexane:ethyl acetate to give 1.3 g 5-methoxy-2,3-dihydro-benzofuran-2-carboxylic acid methyl ester Reactants: BrC1=CC=CC2=CC3=CC=CC=C3C=C12 (bromoanthracene), C(CCC)[Li] (n-butyllithium), C1CO1 (ethylene oxide). The solvent is C(Cl)Cl (methylene chloride). The product is C1=CC=CC2=CC3=CC=CC=C3C(=C12)CCO (2-(9-anthryl)ethanol). RXN SMILES: Br[C:2]1[C:15]2[C:6](=[CH:7][C:8]3[C:13]([CH:14]=2)=[CH:12][CH:11]=[CH:10][CH:9]=3)[CH:5]=[CH:4][CH:3]=1.C([Li])CCC.[CH2:21]1[O:23][CH2:22]1>C(Cl)Cl>[CH:2]1[C:15]2[C:6](=[CH:7][C:8]3[C:13]([C:14]=2[CH2:21][CH2:22][OH:23])=[CH:12][CH:11]=[CH:10][CH:9]=3)[CH:5]=[CH:4][CH:3]=1. Reported procedure: A solution in methylene chloride (20 ml) of 2-(9-anthryl)ethanol (3.5 g; 15.7 mmoles), which had been obtained by reaction between bromoanthracene and n-butyllithium and subsequent reaction with ethylene oxide was slowly added to an ice-cold solution of phosgene (20 ml; 38.4 mmoles; 20% in toluene). The reaction mixture was kept for 3 hours in an ice-bath and was then allowed to stand at room temperature during the night. Work up by vacuum evaporation of the solvent gave a crystalline residue, w... Starting materials: C(CCCCCCCCCCCCCCC)NC=1C=C(SC1)C(=O)NCC(=O)OCC (ethyl N-(4-hexadecylamino-2-thiophenecarbonyl)glycinate), [OH-].[Na+] (sodium hydroxide). Solvent: C(C)O (ethanol). Product: C(CCCCCCCCCCCCCCC)NC=1C=C(SC1)C(=O)NCC(=O)O (N-(4-hexadecylamino-2-thiophenecarbonyl)glycine). Reaction SMILES: [CH2:1]([NH:17][C:18]1[CH:19]=[C:20]([C:23]([NH:25][CH2:26][C:27]([O:29]CC)=[O:28])=[O:24])[S:21][CH:22]=1)[CH2:2][CH2:3][CH2:4][CH2:5][CH2:6][CH2:7][CH2:8][CH2:9][CH2:10][CH2:11][CH2:12][CH2:13][CH2:14][CH2:15][CH3:16].[OH-].[Na+]>C(O)C>[CH2:1]([NH:17][C:18]1[CH:19]=[C:20]([C:23]([NH:25][CH2:26][C:27]([OH:29])=[O:28])=[O:24])[S:21][CH:22]=1)[CH2:2][CH2:3][CH2:4][CH2:5][CH2:6][CH2:7][CH2:8][CH2:9][CH2:10][CH2:11][CH2:12][CH2:13][CH2:14][CH2:15][CH3:16] |f:1.2|. Procedure: A mixture of 26 g. of ethyl N-(4-hexadecylamino-2-thiophenecarbonyl)glycinate, 110 ml. of 1 N sodium hydroxide solution; and 100 ml. of ethanol is stirred at ambient temperature for 2 hours and then partially evaporated. The aqueous solution is washed with diethyl ether, acidified with 6 N hydrochloric acid, and filtered. The white solid is dried in vacuo and recrystallized from acetone to yield the product as a white solid. Reactants: FC(C(F)F)(OC=1C=C(C=CC1)NC1=NC=CC(=N1)C1=CC(=NC=C1)C(=O)O)F (N-[3-(1,1,2,2-tetrafluoro-ethoxy)-phenyl]-4-(2-carboxy-4-pyridyl)-2-pyrimidineamine), Cl.C(C)N=C=NCCCN(C)C (N-ethyl-N'-(3-dimethylaminopropyl)-carbodiimide hydrochloride), ON1C(CCC1=O)=O (N-hydroxysuccinimide), C(O)CN (ethanolamine). The solvent is CN(C)C=O (DMF), C(C)(=O)OCC (ethyl acetate). Conditions: time 2.5 hour. The product is FC(C(F)F)(OC=1C=C(C=CC1)NC1=NC=CC(=N1)C1=CC(=NC=C1)C(=O)NCCO)F (N-[3-(1,1,2,2-tetrafluoro-ethoxy)-phenyl]-4-[2-(2-hydroxy-ethyl-aminocarbonyl)-4-pyridyl]-2-pyrimidineamine). As a reaction SMILES: [F:1][C:2]([F:29])([O:6][C:7]1[CH:8]=[C:9]([NH:13][C:14]2[N:19]=[C:18]([C:20]3[CH:25]=[CH:24][N:23]=[C:22]([C:26](O)=[O:27])[CH:21]=3)[CH:17]=[CH:16][N:15]=2)[CH:10]=[CH:11][CH:12]=1)[CH:3]([F:5])[F:4].Cl.C(N=C=NCCCN(C)C)C.ON1C(=O)CCC1=O.[CH2:50]([CH2:52][NH2:53])[OH:51]>CN(C=O)C.C(OCC)(=O)C>[F:29][C:2]([F:1])([O:6][C:7]1[CH:8]=[C:9]([NH:13][C:14]2[N:19]=[C:18]([C:20]3[CH:25]=[CH:24][N:23]=[C:22]([C:26]([NH:53][CH2:52][CH2:50][OH:51])=[O:27])[CH:21]=3)[CH:17]=[CH:16][N:15]=2)[CH:10]=[CH:11][CH:12]=1)[CH:3]([F:5])[F:4] |f:1.2|. Procedure: 100 mg (0.2 mmol) of N-[3-(1,1,2,2-tetrafluoro-ethoxy)-phenyl]-4-(2-carboxy-4-pyridyl)-2-pyrimidineamine, 73 mg (0.38 mmol) of N-ethyl-N'-(3-dimethylaminopropyl)-carbodiimide hydrochloride and 44 mg (0.38 mmol) of N-hydroxysuccinimide are dissolved in 3 ml of dimethyflormamide and stirred for 2.5 h at RT. The reaction mixture is then added dropwise at 0° over a period of 30 minutes to a solution of 0.75 ml (12.3 mmol) of ethanolamine in 2 ml of DMF. After stirring for 14 h at RT, the reaction mi... Reactants: ClC(Cl)Cl, COC(OC)c1ccc(C=CC(=O)Nc2ccc(-c3ccc(Cl)cc3)cc2)cc1, O, O=C(O)C(F)(F)F. Product: O=Cc1ccc(C=CC(=O)Nc2ccc(-c3ccc(Cl)cc3)cc2)cc1. As a reaction SMILES: [CH:37]([Cl:38])([Cl:39])[Cl:40].[Cl:8][c:9]1[cH:10][cH:11][c:12](-[c:15]2[cH:16][cH:17][c:18]([NH:21][C:22]([CH:23]=[CH:24][c:25]3[cH:26][cH:27][c:28]([CH:31]([O:32][CH3:35])[O:33][CH3:34])[cH:29][cH:30]3)=[O:36])[cH:19][cH:20]2)[cH:13][cH:14]1.[OH2:41].[OH:1][C:2]([C:3]([F:4])([F:5])[F:6])=[O:7]>>[Cl:8][c:9]1[cH:10][cH:11][c:12](-[c:15]2[cH:16][cH:17][c:18]([NH:21][C:22]([CH:23]=[CH:24][c:25]3[cH:26][cH:27][c:28]([CH:31]=[O:32])[cH:29][cH:30]3)=[O:36])[cH:19][cH:20]2)[cH:13][cH:14]1. Starting materials: CCC(C(=O)[O-])c1c(-c2cccc(Br)c2)c2cc(C)c(Cl)cc2oc1=O, CCO, Cl, [Na+], [OH-]. The product is Cc1cc2c(-c3cccc(Br)c3)c(CC(=O)O)c(=O)oc2cc1Cl. As a reaction SMILES: [CH2:3]([CH3:4])[CH:5]([C:6](=[O:7])[O-:8])[c:9]1[c:10](=[O:28])[o:11][c:12]2[cH:13][c:14]([Cl:27])[c:15]([CH3:26])[cH:16][c:17]2[c:18]1-[c:19]1[cH:20][c:21]([Br:25])[cH:22][cH:23][cH:24]1.[CH3:30][CH2:31][OH:32].[ClH:29].[Na+:2].[OH-:1]>>[CH2:5]([C:6](=[O:7])[OH:8])[c:9]1[c:10](=[O:28])[o:11][c:12]2[cH:13][c:14]([Cl:27])[c:15]([CH3:26])[cH:16][c:17]2[c:18]1-[c:19]1[cH:20][c:21]([Br:25])[cH:22][cH:23][cH:24]1. Reactants: CI, CC(C(=O)c1ccc(Cl)cc1)n1cncn1, [H-], [Na+], C1CCOC1, O. The product is CC(C)(C(=O)c1ccc(Cl)cc1)n1cncn1. As a reaction SMILES: [CH3:19][I:20].[Cl:1][c:2]1[cH:3][cH:4][c:5]([C:8]([CH:9]([CH3:10])[n:11]2[n:12][cH:13][n:14][cH:15]2)=[O:16])[cH:6][cH:7]1.[H-:17].[Na+:18].[O:21]1[CH2:22][CH2:23][CH2:24][CH2:25]1.[OH2:26]>>[Cl:1][c:2]1[cH:3][cH:4][c:5]([C:8]([C:9]([CH3:10])([n:11]2[n:12][cH:13][n:14][cH:15]2)[CH3:19])=[O:16])[cH:6][cH:7]1. Reactants: COC=1C=C(C=CC1)C1C(C(C2=CC=CC=C12)C1=CC2=C(C=C1)OCO2)C(=O)OCC (ethyl(1RS,2RS,3SR)-1-(3-methoxyphenyl)-3-(3,4-methylenedioxyphenyl)indane-2-carboxylate), [OH-].[K+] (KOH). Solvent: CCO (EtOH). Run at time 8 hour. Yields the product COC=1C=C(C=CC1)C1C(C(C2=CC=CC=C12)C1=CC2=C(C=C1)OCO2)C(=O)O ((1RS,2SR,3SR)-1-(3-Methoxyphenyl)-3-(3,4-methylenedioxyphenyl)indane-2-carboxylic acid). As a reaction SMILES: [CH3:1][O:2][C:3]1[CH:4]=[C:5]([CH:9]2[C:17]3[C:12](=[CH:13][CH:14]=[CH:15][CH:16]=3)[CH:11]([C:18]3[CH:23]=[CH:22][C:21]4[O:24][CH2:25][O:26][C:20]=4[CH:19]=3)[CH:10]2[C:27]([O:29]CC)=[O:28])[CH:6]=[CH:7][CH:8]=1.[OH-].[K+]>CCO>[CH3:1][O:2][C:3]1[CH:4]=[C:5]([CH:9]2[C:17]3[C:12](=[CH:13][CH:14]=[CH:15][CH:16]=3)[CH:11]([C:18]3[CH:23]=[CH:22][C:21]4[O:24][CH2:25][O:26][C:20]=4[CH:19]=3)[CH:10]2[C:27]([OH:29])=[O:28])[CH:6]=[CH:7][CH:8]=1 |f:1.2|. Reported procedure: To a solution of ethyl(1RS,2RS,3SR)-1-(3-methoxyphenyl)-3-(3,4-methylenedioxyphenyl)indane-2-carboxylate (43 mg, 0.10 mmol) in EtOH (1 ml) was added 6M KOH (0.10 mL, 0.60 mmol). The resulting mixture was allowed to stir at room temperature overnight, then was partitioned between H2O and Et2O. The aqueous phase was acidified with 3M HCl and extracted several times with EtOAc. The combined EtOAc extracts were washed successively with H2O and saturated aqueous NaCl and dried (MgSO4). The solvent wa...